Dataset: the Open Reaction Database (ORD), a public repository of structured organic reaction records. Task: describe an organic reaction: reactants, conditions, products, and yield The reactants are CC(C)S (Propane-2-thiol), [Na] (sodium), BrCC([C@H]1CC[C@H]2[C@@H]3CC[C@H]4C[C@@H](CC[C@]4(C)[C@H]3C(C[C@]12C)=O)O)=O (21-Bromo-3α-hydroxy-5α-pregnane-11,20 -dione). Solvent: CC(C)O (propan-2-ol), C1(=CC=CC=C1)C (toluene). Yields the product O[C@H]1C[C@@H]2CC[C@H]3[C@@H]4CC[C@H](C(CSC(C)C)=O)[C@]4(CC([C@@H]3[C@]2(CC1)C)=O)C (3α-Hydroxy-21-isopropylthio-5α-pregnane-11,20-dione). As a reaction SMILES: [CH3:1][CH:2]([SH:4])[CH3:3].[Na].Br[CH2:7][C:8](=[O:30])[C@@H:9]1[C@:26]2([CH3:27])[C@H:12]([C@H:13]3[C@H:23]([C:24](=[O:28])[CH2:25]2)[C@:21]2([CH3:22])[C@H:16]([CH2:17][C@H:18]([OH:29])[CH2:19][CH2:20]2)[CH2:15][CH2:14]3)[CH2:11][CH2:10]1>CC(O)C.C1(C)C=CC=CC=1>[OH:29][C@@H:18]1[CH2:19][CH2:20][C@@:21]2([CH3:22])[C@@H:16]([CH2:15][CH2:14][C@@H:13]3[C@@H:23]2[C:24](=[O:28])[CH2:25][C@@:26]2([CH3:27])[C@H:12]3[CH2:11][CH2:10][C@@H:9]2[C:8](=[O:30])[CH2:7][S:4][CH:2]([CH3:3])[CH3:1])[CH2:17]1 |^1:4|. Procedure: Propane-2-thiol (1.3 ml.) was added to a warm solution of sodium (0.6 g.) in a mixture of propan-2-ol (25 ml.) and toluene (30 ml.). 21-Bromo-3α-hydroxy-5α-pregnane-11,20 -dione (0.7 g.) was then added and the mixture was gently refluxed for 2 hr. The mixture was then partitioned between water and ether and the organic layer was washed with water, dried (Na2SO4) and evaporated. The residual foam was purified by preparative t.l.c. (CHCl3) to give title compound (0.2 g.) as a white foam, [α]D + 67... Reactants: example 6 ( 20 ), ClC1=C2C(N(C(C2=C(C=C1)Cl)=O)CC(C(=O)OCC)C1(OCCO1)C)=O (ethyl 3-(4,7-dichloro-1,3-dioxo-1,3-dihydro-isoindol-2-yl)-2-(2-methyl-[1,3]dioxolan-2-yl)propionate), O.C1(=CC=C(C=C1)S(=O)(=O)O)C (p-toluenesulfonic acid monohydrate). Yields the product ClC1=C2C(N(C(C2=C(C=C1)Cl)=O)CC(C(=O)OCC)C(C)=O)=O (Ethyl 2-(4,7-dichloro-1,3-dioxo-1,3-dihydro-isoindol-2-ylmethyl)-3-oxo-butyrate). RXN SMILES: [Cl:1][C:2]1[CH:10]=[CH:9][C:8]([Cl:11])=[C:7]2[C:3]=1[C:4](=[O:26])[N:5]([CH2:13][CH:14]([C:20]1([CH3:25])OCC[O:21]1)[C:15]([O:17][CH2:18][CH3:19])=[O:16])[C:6]2=[O:12].O.C1(C)C=CC(S(O)(=O)=O)=CC=1>>[Cl:11][C:8]1[CH:9]=[CH:10][C:2]([Cl:1])=[C:3]2[C:7]=1[C:6](=[O:12])[N:5]([CH2:13][CH:14]([C:20](=[O:21])[CH3:25])[C:15]([O:17][CH2:18][CH3:19])=[O:16])[C:4]2=[O:26] |f:1.2|. Reported procedure: Ethyl 2-(4,7-dichloro-1,3-dioxo-1,3-dihydro-isoindol-2-ylmethyl)-3-oxo-butyrate was prepared (264 mg, 26%) in the same manner as described in the above example 6 (20) from ethyl 3-(4,7-dichloro-1,3-dioxo-1,3-dihydro-isoindol-2-yl)-2-(2-methyl-[1,3]dioxolan-2-yl)propionate (1.13 g, 2.80 mmol) and p-toluenesulfonic acid monohydrate (100 mg), and the obtained product was identified with the following NMR data. The reactants are O=C(O)c1ccccc1Br, O=C([O-])[O-], Cl, [Na+], [Na+], O. The product is O=C(O)c1ccccc1O. Reaction SMILES: [Br:1][c:2]1[c:3]([C:4](=[O:5])[OH:6])[cH:7][cH:8][cH:9][cH:10]1.[C:11]([O-:12])(=[O:13])[O-:14].[ClH:17].[Na+:15].[Na+:16].[OH2:18]>>[c:2]1([OH:12])[c:3]([C:4](=[O:5])[OH:6])[cH:7][cH:8][cH:9][cH:10]1. The reactants are C(C)(=O)O[C@@H]1[C@]2(C)[C@@H](CC1)[C@@H]1CCC3=CC(CC[C@]3(C)[C@H]1[C@H](C2)F)=O (17β-acetoxy-11β-fluoro-4-androsten-3-one), ice water, Cl (hydrogen chloride), ClN1C(CCC1=O)=O (N-chlorosuccinimide), C(C)(=O)O[C@@H]1[C@]2(C)[C@@H](CC1)[C@@H]1C[C@H](C3=CC(CC[C@]3(C)[C@H]1[C@H](C2)F)=O)Cl (17β-acetoxy-6β-chloro-11β-fluoro-4-androsten-3-one). The solvent is CC(=O)C (acetone), C(Cl)(Cl)Cl (chloroform), O (water), C(C)(=O)O (acetic acid), C(Cl)Cl (methylene chloride). Conditions: time 1 day. Yields the product C(C)(=O)O[C@@H]1[C@]2(C)[C@@H](CC1)[C@@H]1C[C@@H](C3=CC(CC[C@]3(C)[C@H]1[C@H](C2)F)=O)Cl (17β-acetoxy-6α-chloro-11β-fluoro-4-androsten-3-one). Reaction SMILES: C(O[C@H]1CC[C@H]2[C@H]3[C@H]([C@@H](F)C[C@]12C)[C@]1(C)C(=CC(=O)CC1)CC3)(=O)C.ClN1C(=O)CCC1=O.[C:34]([O:37][C@H:38]1[CH2:43][CH2:42][C@H:41]2[C@H:44]3[C@H:54]([C@@H:55]([F:57])[CH2:56][C@:39]12[CH3:40])[C@:52]1([CH3:53])[C:47](=[CH:48][C:49](=[O:58])[CH2:50][CH2:51]1)[C@H:46]([Cl:59])[CH2:45]3)(=[O:36])[CH3:35].Cl>C(Cl)Cl.C(O)(=O)C.C(Cl)(Cl)Cl.O.CC(C)=O>[C:34]([O:37][C@H:38]1[CH2:43][CH2:42][C@H:41]2[C@H:44]3[C@H:54]([C@@H:55]([F:57])[CH2:56][C@:39]12[CH3:40])[C@:52]1([CH3:53])[C:47](=[CH:48][C:49](=[O:58])[CH2:50][CH2:51]1)[C@@H:46]([Cl:59])[CH2:45]3)(=[O:36])[CH3:35]. Reported procedure: A solution of 1.8 g. of 17β-acetoxy-11β-fluoro-4-androsten-3-one in 60 ml. of acetone and 12 ml. of water is combined with 2.6 g. of N-chlorosuccinimide; the reaction mixture is allowed to stand for 1 day at room temperature. Then, the solution is diluted with methylene chloride, washed successively with sodium thiosulfate solution and water, and dried over sodium sulfate. Chromatography of the crude product on silica gel with acetone/hexane yields 1.1 g. of 17β-acetoxy-6β-chloro-11β-fluoro-4-an... Yields the product CC(C)=C1Cc2cnc3c(c2C1=O)CCO3. Starting materials: O=C1CCc2cnc3c(c21)CCO3, CC(C)=O, C1CCOC1. Reaction SMILES: [CH2:1]1[CH2:2][O:3][c:4]2[n:5][cH:6][c:7]3[c:8]([c:9]21)[C:10](=[O:13])[CH2:11][CH2:12]3.[CH3:14][C:15]([CH3:16])=[O:17].[O:18]1[CH2:19][CH2:20][CH2:21][CH2:22]1>>[CH2:1]1[CH2:2][O:3][c:4]2[n:5][cH:6][c:7]3[c:8]([c:9]21)[C:10](=[O:13])[C:11](=[C:15]([CH3:14])[CH3:16])[CH2:12]3. The reactants are C(C)(C)(C)OC(=O)N1[C@H](CN(CC1)C1=CC(=C(C=C1)OC)OC1CCCC1)CC1=C(C=CC=C1)C ((S)-4-(3-Cyclopentyloxy-4-methoxy-phenyl)-2-(2-methyl-benzyl)-piperazine-1-carboxylic acid tert-butyl ester), solution, Cl (hydrogen chloride). Run in O1CCOCC1 (1,4-dioxane). Reaction conditions: time 2 hour. Yields the product C1(CCCC1)OC=1C=C(C=CC1OC)N1C[C@@H](NCC1)CC1=C(C=CC=C1)C ((S)-1-(3-Cyclopentyloxy-4-methoxy-phenyl)-3-(2-methyl-benzyl)-piperazine). Isolated yield 74.7%. RXN SMILES: C(OC([N:8]1[CH2:13][CH2:12][N:11]([C:14]2[CH:19]=[CH:18][C:17]([O:20][CH3:21])=[C:16]([O:22][CH:23]3[CH2:27][CH2:26][CH2:25][CH2:24]3)[CH:15]=2)[CH2:10][C@@H:9]1[CH2:28][C:29]1[CH:34]=[CH:33][CH:32]=[CH:31][C:30]=1[CH3:35])=O)(C)(C)C.Cl>O1CCOCC1>[CH:23]1([O:22][C:16]2[CH:15]=[C:14]([N:11]3[CH2:12][CH2:13][NH:8][C@@H:9]([CH2:28][C:29]4[CH:34]=[CH:33][CH:32]=[CH:31][C:30]=4[CH3:35])[CH2:10]3)[CH:19]=[CH:18][C:17]=2[O:20][CH3:21])[CH2:24][CH2:25][CH2:26][CH2:27]1. Procedure details: A solution of intermediate (S)-4-(3-Cyclopentyloxy-4-methoxy-phenyl)-2-(2-methyl-benzyl)-piperazine-1-carboxylic acid tert-butyl ester (215 mg, 0.447 mmol) in 1,4-dioxane (2 mL) was then treated with a 4 N solution of hydrogen chloride (4 mL) and stirred for 2 h. The reaction was then evaporated to a colorless solid, suspended in EtOAc (10 mL), and washed with a saturated aqueous K2CO3 solution (3 mL) followed by brine (3 mL). The organic portion was then dried over MgSO4, filtered, and evaporat... Reactants: O=C(Cl)c1cc(Cl)c(Cl)c(Cl)c1Cl, O=C(O)c1cc(F)c(F)c(Cl)c1F, [F-], O=C(O)c1cc(F)c(F)cc1F, [K+], O=S(Cl)Cl, O=S1(=O)CCCC1. Product: O=C(Cl)c1cc(F)c(F)c(Cl)c1F. As a reaction SMILES: [Cl:1][c:2]1[c:3]([Cl:4])[c:5]([Cl:6])[c:7]([Cl:8])[c:9]([C:11]([Cl:12])=[O:13])[cH:10]1.[Cl:28][c:29]1[c:30]([F:40])[c:31]([C:32](=[O:33])[OH:34])[cH:35][c:36]([F:39])[c:37]1[F:38].[F-:14].[F:16][c:17]1[cH:18][c:19]([F:20])[c:21]([F:22])[cH:23][c:24]1[C:25]([OH:26])=[O:27].[K+:15].[S:41]([Cl:42])([Cl:43])=[O:44].[S:45]1(=[O:50])(=[O:51])[CH2:46][CH2:47][CH2:48][CH2:49]1>>[Cl:1][C:32]([c:31]1[c:30]([F:40])[c:29]([Cl:28])[c:37]([F:38])[c:36]([F:39])[cH:35]1)=[O:33]. The reactants are C[Si]([O-])(C)C.[K+] (potassium trimethylsilanolate), BrC1=CC(=CC(=C1)F)F (1-bromo-3,5-difluorobenzene), COCCOCCOC (diglyme), Cl (HCl), crude material. Solvent: COC(C)(C)C (Tertiary butyl methyl ether). Reaction conditions: temperature 120 celsius, time 30 minute. Product: BrC=1C=C(C=C(C1)F)O (3-bromo-5-fluorophenol), oil. Isolated yield 92.0%. As a reaction SMILES: C[Si](C)(C)[O-].[K+].[Br:7][C:8]1[CH:13]=[C:12](F)[CH:11]=[C:10]([F:15])[CH:9]=1.C[O:17]CCOCCOC.Cl>COC(C)(C)C>[Br:7][C:8]1[CH:13]=[C:12]([OH:17])[CH:11]=[C:10]([F:15])[CH:9]=1 |f:0.1|. Reported procedure: To a N2 flushed, 2 L four necked flask equipped with a mechanical stirrer, a condenser, a temperature controller and a N2 inlet, was added potassium trimethylsilanolate (225.0 g, 1.75 mol, tech. purify 90%), 1-bromo-3,5-difluorobenzene (96.5 g, 0.5 mol) and diglyme (300 mL). The reaction mixture was heated to 120° C. under N2 for 5 h. After cooling to rt, the heating mantle was replaced with an ice bath. The reaction mixture was acidified with a 3 N HCl solution (600 mL) while keeping the reacti... Starting materials: O1CCOC12CCC(CC2)N2C(CCC2=O)=O (1-(1,4-dioxaspiro[4.5]decan-8-yl)pyrrolidine-2,5-dione), Cl (HCl). Solvent: C(C)#N (acetonitrile). Run at time 18 hour. The product is O=C1CCC(CC1)N1C(CCC1=O)=O (1-(4-oxocyclohexyl)pyrrolidine-2,5-dione). RXN SMILES: O1[C:5]2([CH2:10][CH2:9][CH:8]([N:11]3[C:15](=[O:16])[CH2:14][CH2:13][C:12]3=[O:17])[CH2:7][CH2:6]2)[O:4]CC1.Cl>C(#N)C>[O:4]=[C:5]1[CH2:10][CH2:9][CH:8]([N:11]2[C:15](=[O:16])[CH2:14][CH2:13][C:12]2=[O:17])[CH2:7][CH2:6]1. Procedure details: 1-(1,4-dioxaspiro[4.5]decan-8-yl)pyrrolidine-2,5-dione (60 mg, 0.25 mmol) from above step A, was dissolved in acetonitrile, treated with 6N HCl, and stirred at room temperature for 18 h. The reaction mixture was concentrated in vacuo, treated with saturated NaHCO3 to pH 6. The solvents were removed under vacuum and the residue treated with saturated NaCl (2 mL) and extracted with 4:1 EtOAc/iPrOH (×4). The organic fractions were combined, filtered and evaporated to give the title compound.